Dataset: the Open Reaction Database (ORD), a public repository of structured organic reaction records. Task: describe an organic reaction: reactants, conditions, products, and yield Reactants: BrC1=CC=C(CO)C=C1 (4-Bromobenzylalcohol), [H-].[Na+] (sodium hydride), BrC(C(=O)OC)CC(C)C (Methyl 2-bromo-4-methylpentanoate). The solvent is C(C)OCC (diethyl ether), C(C)(=O)OCC (ethyl acetate), O (water), C([O-])(O)=O (bicarbonate), CN(C)C=O (DMF). Reaction conditions: time 30 minute. The product is BrC1=CC=C(COC(C(=O)OC)CC(C)C)C=C1 (methyl 2-[(4-bromobenzyl)oxy]-4-methylpentanoate). RXN SMILES: [Br:1][C:2]1[CH:9]=[CH:8][C:5]([CH2:6][OH:7])=[CH:4][CH:3]=1.[H-].[Na+].Br[CH:13]([CH2:18][CH:19]([CH3:21])[CH3:20])[C:14]([O:16][CH3:17])=[O:15]>CN(C=O)C.C(OCC)C.C(OCC)(=O)C.O.C(=O)(O)[O-]>[Br:1][C:2]1[CH:9]=[CH:8][C:5]([CH2:6][O:7][CH:13]([CH2:18][CH:19]([CH3:21])[CH3:20])[C:14]([O:16][CH3:17])=[O:15])=[CH:4][CH:3]=1 |f:1.2|. Procedure: 4-Bromobenzylalcohol (1.1 g, 5.9 mmoles) in 12 mL of DMF was treated with sodium hydride (260 mg, 60% oil dispersion, 6.5 mmoles) and stirred for 30 minutes. Methyl 2-bromo-4-methylpentanoate (1.1 mL, 6.8 mmoles) was added in one portion and the reaction was stirred overnight. The reaction was diluted with diethyl ether, ethyl acetate, water and sat. aq. bicarbonate. The phases were separated and the organic phase was washed with 2 portions of 1.2 N hydrochloric acid and then brine. The organic ...